Task: describe an organic reaction: reactants, conditions, products, and yield. Dataset: the Open Reaction Database (ORD), a public repository of structured organic reaction records The reactants are COC(=O)C1=CC=2C3=C(N(C2C=C1)CC(C1=CC=NC=C1)O)CCN(C3)C (5-(2-hydroxy-2-pyridin-4-yl-ethyl)-2-methyl-2,3,4,5-tetrahydro-1H-pyrido[4,3-b]indole-8-carboxylic acid methyl ester), [H-].[H-].[H-].[H-].[Li+].[Al+3] (LAH). Run in C1CCOC1 (THF). Conditions: time 2 hour. Product: OCC1=CC=2C3=C(N(C2C=C1)CC(O)C1=CC=NC=C1)CCN(C3)C (2-(8-hydroxymethyl-2-methyl-1,2,3,4-tetrahydro-pyrido[4,3-b]indol-5-yl)-1-pyridin-4-yl-ethanol). Reaction SMILES: C[O:2][C:3]([C:5]1[CH:13]=[CH:12][C:11]2[N:10]([CH2:14][CH:15]([OH:22])[C:16]3[CH:21]=[CH:20][N:19]=[CH:18][CH:17]=3)[C:9]3[CH2:23][CH2:24][N:25]([CH3:27])[CH2:26][C:8]=3[C:7]=2[CH:6]=1)=O.[H-].[H-].[H-].[H-].[Li+].[Al+3]>C1COCC1>[OH:2][CH2:3][C:5]1[CH:13]=[CH:12][C:11]2[N:10]([CH2:14][CH:15]([C:16]3[CH:21]=[CH:20][N:19]=[CH:18][CH:17]=3)[OH:22])[C:9]3[CH2:23][CH2:24][N:25]([CH3:27])[CH2:26][C:8]=3[C:7]=2[CH:6]=1 |f:1.2.3.4.5.6|. Procedure details: To a solution of 5-(2-hydroxy-2-pyridin-4-yl-ethyl)-2-methyl-2,3,4,5-tetrahydro-1H-pyrido[4,3-b]indole-8-carboxylic acid methyl ester (180 mg, 0.493 mmol) in dry THF (12 mL) was portionwise added LAH (56 mg, 1.479 mmol) under nitrogen atmosphere, and the reaction mixture stirred at RT for 2 h. The reaction mixture was cooled to −78° C. and quenched with ice water (0.6 mL), 10% NaOH (0.6 mL) and water (1.8 mL), and the solid filtered. The filtrate was concentrated and the residue was purified by ... The reactants are CC(=O)O[BH-](OC(C)=O)OC(C)=O, C=O, CCCCc1nnc(OC2CCNCC2)cc1-c1ccc(OC2CCCCC2)c(-c2ncco2)c1, CC(=O)O, ClCCl, ClCCl, Cl, Cl, [Na+], [Na+], O=C([O-])O, O, O. Yields the product CCCCc1nnc(OC2CCN(C)CC2)cc1-c1ccc(OC2CCCCC2)c(-c2ncco2)c1. Reaction SMILES: [C:40]([O:41][BH-:42]([O:43][C:44](=[O:45])[CH3:46])[O:47][C:48](=[O:49])[CH3:50])(=[O:51])[CH3:52].[CH2:38]=[O:39].[CH2:3]([CH2:4][CH2:5][CH3:6])[c:7]1[n:8][n:9][c:10]([O:31][CH:32]2[CH2:33][CH2:34][NH:35][CH2:36][CH2:37]2)[cH:11][c:12]1-[c:13]1[cH:14][c:15](-[c:26]2[o:27][cH:28][cH:29][n:30]2)[c:16]([O:19][CH:20]2[CH2:21][CH2:22][CH2:23][CH2:24][CH2:25]2)[cH:17][cH:18]1.[CH3:67][C:68](=[O:69])[OH:70].[Cl:59][CH2:60][Cl:61].[Cl:64][CH2:65][Cl:66].[ClH:1].[ClH:2].[Na+:53].[Na+:58].[O-:54][C:55]([OH:56])=[O:57].[OH2:62].[OH2:63]>>[CH2:3]([CH2:4][CH2:5][CH3:6])[c:7]1[n:8][n:9][c:10]([O:31][CH:32]2[CH2:33][CH2:34][N:35]([CH3:40])[CH2:36][CH2:37]2)[cH:11][c:12]1-[c:13]1[cH:14][c:15](-[c:26]2[o:27][cH:28][cH:29][n:30]2)[c:16]([O:19][CH:20]2[CH2:21][CH2:22][CH2:23][CH2:24][CH2:25]2)[cH:17][cH:18]1. Starting materials: CCO, [Na+], [OH-], CCOC(=O)c1c(CC)nc2c(C(F)(F)F)cccc2c1O. Yields the product CCc1nc2c(C(F)(F)F)cccc2c(O)c1C(=O)O. As a reaction SMILES: [CH3:25][CH2:26][OH:27].[Na+:24].[OH-:23].[OH:1][c:2]1[c:3]([C:18](=[O:19])[O:20][CH2:21][CH3:22])[c:4]([CH2:16][CH3:17])[n:5][c:6]2[c:7]([C:12]([F:13])([F:14])[F:15])[cH:8][cH:9][cH:10][c:11]12>>[OH:1][c:2]1[c:3]([C:18](=[O:19])[OH:20])[c:4]([CH2:16][CH3:17])[n:5][c:6]2[c:7]([C:12]([F:13])([F:14])[F:15])[cH:8][cH:9][cH:10][c:11]12. The reactants are C[S-].[Na+] (sodium thiomethoxide), ClC1=NC=NC2=CC=CC(=C12)C (4-chloro-5-methylquinazoline). Solvent: C1CCOC1 (THF), C1CCOC1 (THF). Reaction conditions: time 1.5 hour. Product: CC1=C2C(=NC=NC2=CC=C1)SC (5-methyl-4-(methylthio)quinazoline). The yield is 83.0%. RXN SMILES: [CH3:1][S-:2].[Na+].Cl[C:5]1[C:14]2[C:9](=[CH:10][CH:11]=[CH:12][C:13]=2[CH3:15])[N:8]=[CH:7][N:6]=1>C1COCC1>[CH3:15][C:13]1[CH:12]=[CH:11][CH:10]=[C:9]2[C:14]=1[C:5]([S:2][CH3:1])=[N:6][CH:7]=[N:8]2 |f:0.1|. Procedure: To a suspension of sodium thiomethoxide (0.806 g, 11.5 mmol) in THF (40 ml) at 0° C. was added 1B (1.368 g, 7.66 mmol) in THF (25 ml). The mixture was stirred at room temperature for 1.5 h. The reaction mixture was concentrated to about 15 ml, and water (100 ml) was added. The slurry was stirred at 0° C. for 30 min. The solid was collected by filtration, washed with water and dried to give 1C (1.209 g, 83%) as a solid. The compound has an analytical HPLC retention time=1.899 min (Chromolith Spee...